From a dataset of the Open Reaction Database (ORD), a public repository of structured organic reaction records. describe an organic reaction: reactants, conditions, products, and yield Starting materials: O (water), O[Li].O (LiOH hydrate), FC=1C=C(CC=2C=C3C(=NNC3=CC2)NC(=O)C2=C(C=C(C(=O)OC)C=C2)[N+](=O)[O-])C=C(C1)F (Methyl 4-{[5-(3,5-difluorobenzyl)-1H-indazol-3-yl]carbamoyl}-3-nitrobenzoate). Solvent: C1CCOC1 (THF). Yields the product FC=1C=C(CC=2C=C3C(=NNC3=CC2)NC(=O)C2=C(C=C(C(=O)O)C=C2)[N+](=O)[O-])C=C(C1)F (4-{[5-(3,5-difluorobenzyl)-1H-indazol-3-yl]carbamoyl}-3-nitrobenzoic acid). Reaction SMILES: [F:1][C:2]1[CH:3]=[C:4]([CH:31]=[C:32]([F:34])[CH:33]=1)[CH2:5][C:6]1[CH:7]=[C:8]2[C:12](=[CH:13][CH:14]=1)[NH:11][N:10]=[C:9]2[NH:15][C:16]([C:18]1[CH:27]=[CH:26][C:21]([C:22]([O:24]C)=[O:23])=[CH:20][C:19]=1[N+:28]([O-:30])=[O:29])=[O:17].O.O[Li].O>C1COCC1>[F:1][C:2]1[CH:3]=[C:4]([CH:31]=[C:32]([F:34])[CH:33]=1)[CH2:5][C:6]1[CH:7]=[C:8]2[C:12](=[CH:13][CH:14]=1)[NH:11][N:10]=[C:9]2[NH:15][C:16]([C:18]1[CH:27]=[CH:26][C:21]([C:22]([OH:24])=[O:23])=[CH:20][C:19]=1[N+:28]([O-:30])=[O:29])=[O:17] |f:2.3|. Reported procedure: Methyl 4-{[5-(3,5-difluorobenzyl)-1H-indazol-3-yl]carbamoyl}-3-nitrobenzoate (5.4 gr, 11.6 mmol) was dissolved in THF (78 mL) and water (52 mL) and treated at room temperature with LiOH hydrate (730 mg) for 24 hours. THF was evaporated and the resulting aqueous phase was treated with 5% KHSO4 aqueous solution (100 mL). The so obtained precipitated was filtered off and dried under vacuum at 60° C. affording the title compound without any further purification.